This data is from the Open Reaction Database (ORD), a public repository of structured organic reaction records. The task is: describe an organic reaction: reactants, conditions, products, and yield Reactants: O1C(CCCC1)ONC(=O)C1=CC=C2CCNCC2=C1 (N-(tetrahydro-2H-pyran-2-yloxy)-1,2,3,4-tetrahydroisoquinoline-7-carboxamide), CC1=CC=C(C(=O)O)C=C1 (4-methylbenzoic acid), C=1C=CC2=C(C1)N=NN2O (HOBt), C(CCl)Cl (EDC). Run in CN(C)C=O (DMF), C(C)N(CC)CC (triethylamine). Conditions: time 8 hour. The product is CC1=CC=C(C(=O)N2CC3=CC(=CC=C3CC2)C(=O)NOC2OCCCC2)C=C1 (2-(4-Methylbenzoyl)-N-(tetrahydro-2H-pyran-2-yloxy)-1,2,3,4-tetrahydroisoquinoline-7-carboxamide). Isolated yield 27.0%. RXN SMILES: [O:1]1[CH2:6][CH2:5][CH2:4][CH2:3][CH:2]1[O:7][NH:8][C:9]([C:11]1[CH:20]=[C:19]2[C:14]([CH2:15][CH2:16][NH:17][CH2:18]2)=[CH:13][CH:12]=1)=[O:10].[CH3:21][C:22]1[CH:30]=[CH:29][C:25]([C:26](O)=[O:27])=[CH:24][CH:23]=1.C1C=CC2N(O)N=NC=2C=1.C(Cl)CCl>CN(C=O)C.C(N(CC)CC)C>[CH3:21][C:22]1[CH:30]=[CH:29][C:25]([C:26]([N:17]2[CH2:16][CH2:15][C:14]3[C:19](=[CH:20][C:11]([C:9]([NH:8][O:7][CH:2]4[CH2:3][CH2:4][CH2:5][CH2:6][O:1]4)=[O:10])=[CH:12][CH:13]=3)[CH2:18]2)=[O:27])=[CH:24][CH:23]=1. Reported procedure: A mixture of 200 mg N-(tetrahydro-2H-pyran-2-yloxy)-1,2,3,4-tetrahydroisoquinoline-7-carboxamide, 108 mg 4-methylbenzoic acid, 98 mg HOBt, 278 mg EDC, 0.6 ml triethylamine and 8 ml DMF is stirred overnight at ambient temperature. The mixture is evaporated. The residue is purified by silica gel flash chromatography. 77 mg of the title compound are obtained after drying as colorless foam. The product is FC(C1=CC2=C(SC(S2)=NC2=CC=CC=C2)C=C1)(F)F (N-[5-(Trifluoromethyl)-1,3-benzodithiol-2-ylidene]benzenamine). RXN SMILES: [F:1][C:2]([F:13])([F:12])[C:3]1[CH:4]=[CH:5][C:6]2[S:10]N=N[C:7]=2[CH:11]=1.[C:14]1([N:20]=[C:21]=[S:22])[CH:19]=[CH:18][CH:17]=[CH:16][CH:15]=1>>[F:1][C:2]([F:13])([F:12])[C:3]1[CH:4]=[CH:5][C:6]2[S:10][C:21](=[N:20][C:14]3[CH:19]=[CH:18][CH:17]=[CH:16][CH:15]=3)[S:22][C:7]=2[CH:11]=1. Procedure details: A solution of 5-(trifluoromethyl)-1,2,3-benzothiadiazole (5 g) in 50 ml of phenylisothiocyanate is heated at reflux under an inert atmosphere until the evolution of nitrogen ceases (approximately 3 hours). The excess phenyl isothiocyanate is removed by distillation. The residue is chromatographed on 1000 ml of silica gel eluting with pentane/dichloromethane (4:1). Fractions containing the desired product are combined and concentrated in vacuo. The resultant solid is recrystallized from hexane to... Starting materials: FC(C=1C=CC2=C(N=NS2)C1)(F)F (5-(trifluoromethyl)-1,2,3-benzothiadiazole), C1(=CC=CC=C1)N=C=S (phenylisothiocyanate). Starting materials: O.C(CC(O)(C(=O)O)CC(=O)O)(=O)O (citric acid monohydrate), C(C)OC(C1=C(N=CC(=C1)C(NC1=CC=C(C=C1)OC(F)(F)F)=O)N1C[C@@H](CC1)O)=O ((R)-2-(3-hydroxypyrrolidin-1-yl)-5-((4-(trifluoromethoxy)phenyl)carbamoyl)nicotinic acid ethyl ester), [Li+].[OH-] (LiOH), O (water). The solvent is CCO (EtOH). Conditions: temperature 50 celsius, time 8 hour. The product is O[C@H]1CN(CC1)C1=C(C(=O)O)C=C(C=N1)C(NC1=CC=C(C=C1)OC(F)(F)F)=O ((R)-2-(3-Hydroxypyrrolidin-1-yl)-5-((4-(trifluoromethoxy)phenyl)carbamoyl)nicotinic acid). As a reaction SMILES: C([O:3][C:4](=[O:31])[C:5]1[CH:10]=[C:9]([C:11](=[O:24])[NH:12][C:13]2[CH:18]=[CH:17][C:16]([O:19][C:20]([F:23])([F:22])[F:21])=[CH:15][CH:14]=2)[CH:8]=[N:7][C:6]=1[N:25]1[CH2:29][CH2:28][C@@H:27]([OH:30])[CH2:26]1)C.[Li+].[OH-].O.O.C(O)(=O)CC(CC(O)=O)(C(O)=O)O>CCO>[OH:30][C@@H:27]1[CH2:28][CH2:29][N:25]([C:6]2[N:7]=[CH:8][C:9]([C:11](=[O:24])[NH:12][C:13]3[CH:14]=[CH:15][C:16]([O:19][C:20]([F:22])([F:21])[F:23])=[CH:17][CH:18]=3)=[CH:10][C:5]=2[C:4]([OH:31])=[O:3])[CH2:26]1 |f:1.2,4.5|. Procedure: A mixture of (R)-2-(3-hydroxypyrrolidin-1-yl)-5-((4-(trifluoromethoxy)phenyl)carbamoyl)nicotinic acid ethyl ester (Stage 72.4, 3.20 g, 7.28 mmol) and LiOH in EtOH (18 mL)/water (6 mL) was stirred at 50° C. for 8 h. The solution was cooled to RT, acidified with citric acid monohydrate and resulting crystalline title compound was filtered and dried. m.p. 242-245° C., HPLC (Condition 4) tR=4.45 min, UPLC-MS (Condition 8) tR=0.80 min, m/z=412 [M+H]+; 1H-NMR (400 MHz, DMSO-d6) δ ppm 1.92 (br. s, 2H),... The reactants are BrC=1C=C(C(=NC1)OC)Cl (5-bromo-3-chloro-2-methoxypyridine), P(=O)([O-])([O-])[O-].[K+].[K+].[K+] (potassium phosphate), CC=1C=C(C(=O)OC(C)(C)C)C=CC1B1OC(C(O1)(C)C)(C)C (tert-butyl 3-methyl-4-(4,4,5,5-tetramethyl-1,3,2-dioxaborolan-2-yl)benzoate), O1CCOCC1 (dioxane). The reagents and catalysts are C1(=CC=CC=C1)P(C1=CC=CC=C1)[C-]1C=CC=C1.[C-]1(C=CC=C1)P(C1=CC=CC=C1)C1=CC=CC=C1.[Fe+2] (bis(diphenylphosphino)ferrocene), ClCCl.[Pd+2] (palladium(II)dichloromethane). Solvent: O (water), C(C)(=O)OCC (ethyl acetate). Reaction conditions: temperature 80 celsius, time 8 hour. Product: ClC=1C=C(C=NC1OC)C1=C(C=C(C(=O)OC(C)(C)C)C=C1)C (tert-butyl 4-(5-chloro-6-methoxypyridin-3-yl)-3-methylbenzoate). Isolated yield 88.8%. As a reaction SMILES: Br[C:2]1[CH:3]=[C:4]([Cl:10])[C:5]([O:8][CH3:9])=[N:6][CH:7]=1.P([O-])([O-])([O-])=O.[K+].[K+].[K+].[CH3:19][C:20]1[CH:21]=[C:22]([CH:30]=[CH:31][C:32]=1B1OC(C)(C)C(C)(C)O1)[C:23]([O:25][C:26]([CH3:29])([CH3:28])[CH3:27])=[O:24].O1CCOCC1>C(OCC)(=O)C.C1(P([C-]2C=CC=C2)C2C=CC=CC=2)C=CC=CC=1.[C-]1(P(C2C=CC=CC=2)C2C=CC=CC=2)C=CC=C1.[Fe+2].ClCCl.[Pd+2].O>[Cl:10][C:4]1[CH:3]=[C:2]([C:32]2[CH:31]=[CH:30][C:22]([C:23]([O:25][C:26]([CH3:27])([CH3:28])[CH3:29])=[O:24])=[CH:21][C:20]=2[CH3:19])[CH:7]=[N:6][C:5]=1[O:8][CH3:9] |f:1.2.3.4,8.9.10,11.12|. Reported procedure: To a 250 mL RBF was added 5-bromo-3-chloro-2-methoxypyridine (1.5 g), tribasic potassium phosphate (2.86 g, 13.5 mmol), bis(diphenylphosphino)ferrocene]palladium(II)dichloromethane adduct (0.275 g, 6.74 mmol), tert-butyl 3-methyl-4-(4,4,5,5-tetramethyl-1,3,2-dioxaborolan-2-yl)benzoate (2.27 g, 7.13 mmol), dioxane (50 mL) and water (3 mL). The flask was sealed and was stirred at 80° C. overnight. The reaction was cooled to room temperature, diluted with ethyl acetate, washed with water, filtered ... Procedure: Reductive amination of 6-amino-5-formyl-3-methyl-1-phenyl-2,4 (1H, 3H)-pyrimidinedione with N-butylamine was performed in substantially the same manner as Example 18 to thereby give an intermediate, 6-amino-5-(N-butylaminomethyl)-3-methyl-1-phenyl-2,4 (1H, 3H)-pyrimidinedione. The intermediate was reacted with 6-hydroxy-2,5,7,8-tetramethylchroman-2-carboxylic acid by a conventional condensation method to give the title compound (yield 36%). Reactants: NC1=C(C(N(C(N1C1=CC=CC=C1)=O)C)=O)C=O (6-amino-5-formyl-3-methyl-1-phenyl-2,4 (1H, 3H)-pyrimidinedione), C(CCC)N (N-butylamine). Reaction SMILES: [NH2:1][C:2]1[N:7]([C:8]2[CH:13]=[CH:12][CH:11]=[CH:10][CH:9]=2)[C:6](=[O:14])[N:5]([CH3:15])[C:4](=[O:16])[C:3]=1[CH:17]=O.[CH2:19]([NH2:23])[CH2:20][CH2:21][CH3:22]>>[NH2:1][C:2]1[N:7]([C:8]2[CH:9]=[CH:10][CH:11]=[CH:12][CH:13]=2)[C:6](=[O:14])[N:5]([CH3:15])[C:4](=[O:16])[C:3]=1[CH2:17][NH:23][CH2:19][CH2:20][CH2:21][CH3:22]. The product is NC1=C(C(N(C(N1C1=CC=CC=C1)=O)C)=O)CNCCCC (6-amino-5-(N-butylaminomethyl)-3-methyl-1-phenyl-2,4 (1H, 3H)-pyrimidinedione). Reactants: C(C)(C)N (Isopropyl amine), N1C(C(=O)O)CCC1 (d,l-proline), C([O-])([O-])=O.[K+].[K+] (potassium carbonate), IC=1C=C(C=CC1)C=1N=C2C(=NC1)NC=C2C(C(C)(C)C)=O (1-[2-(3-Iodo-phenyl)-5H-pyrrolo[2,3-b]pyrazin-7-yl]-2,2-dimethyl-propan-1-one). Reagents/catalysts: [Cu](I)I (copper iodide). The solvent is CS(=O)C (DMSO). Run at temperature 110 celsius, time 24 hour. The product is C(C)(C)NC=1C=C(C=CC1)C=1N=C2C(=NC1)NC=C2C(C(C)(C)C)=O (1-[2-(3-Isopropylamino-phenyl)-5H-pyrrolo[2,3-b]pyrazin-7-yl]-2,2-dimethyl-propan-1-one). The yield is 16.5%. As a reaction SMILES: [NH:1]1CC[CH2:6][CH:2]1[C:3](O)=O.C(=O)([O-])[O-].[K+].[K+].I[C:16]1[CH:17]=[C:18]([C:22]2[N:23]=[C:24]3[C:30]([C:31](=[O:36])[C:32]([CH3:35])([CH3:34])[CH3:33])=[CH:29][NH:28][C:25]3=[N:26][CH:27]=2)[CH:19]=[CH:20][CH:21]=1.C(N)(C)C>[Cu](I)I.CS(C)=O>[CH:2]([NH:1][C:16]1[CH:17]=[C:18]([C:22]2[N:23]=[C:24]3[C:30]([C:31](=[O:36])[C:32]([CH3:35])([CH3:34])[CH3:33])=[CH:29][NH:28][C:25]3=[N:26][CH:27]=2)[CH:19]=[CH:20][CH:21]=1)([CH3:6])[CH3:3] |f:1.2.3|. Procedure details: DMSO (1.5 mL) was added to a mixture of copper iodide (10.6 mg; 0.056 mmol), d,l-proline (12.8 mg; 0.11 mmol), potassium carbonate (113 mg; 0.81 mmol), and 1-[2-(3-Iodo-phenyl)-5H-pyrrolo[2,3-b]pyrazin-7-yl]-2,2-dimethyl-propan-1-one (150 mg; 0.37 mmol). Isopropyl amine (0.315 mL; 0.219 g, 3.7 mmol) was added and the resulting mixture was stirred at 110° C. (oil bath) for 24 hrs. The reaction mixture was quenched with water and extracted 3 times with EtOAc. The organic layers were combined, wash... The reactants are OCC=1C=C(C=CC1[N+](=O)[O-])O (3-hydroxymethyl-4-nitro-phenol), BrCC (bromoethane), C(=O)([O-])[O-].[K+].[K+] (K2CO3). Run in CN(C)C=O (DMF). Reaction conditions: temperature 50 celsius, time 1 hour. Product: C(C)OC=1C=CC(=C(C1)CO)[N+](=O)[O-] ((5-ethoxy-2-nitro-phenyl)-methanol). As a reaction SMILES: [OH:1][CH2:2][C:3]1[CH:4]=[C:5]([OH:12])[CH:6]=[CH:7][C:8]=1[N+:9]([O-:11])=[O:10].Br[CH2:14][CH3:15].C([O-])([O-])=O.[K+].[K+]>CN(C=O)C>[CH2:14]([O:12][C:5]1[CH:6]=[CH:7][C:8]([N+:9]([O-:11])=[O:10])=[C:3]([CH2:2][OH:1])[CH:4]=1)[CH3:15] |f:2.3.4|. Procedure: To a solution of 3-hydroxymethyl-4-nitro-phenol (510 mg, 3.0 mmol) in 5 mL of dry DMF was added bromoethane (540 mg, 5.0 mmol) and K2CO3 powder (500 mg). The resulting reaction mixture was warmed to 50° C. and stirred for 1 h. It was quenched by addition of 20 mL of H2O, extracted with diethyl ether (2×20 mL). The combined organic extracts were washed with brine (50 mL), dried (MgSO4), filtered, and concentrated in vacuo to afford (5-ethoxy-2-nitro-phenyl)-methanol as a pale yellow oil: 1H NMR (... Reported procedure: Ethyl 5-ethyl-2-(2-nitroanilino)-thiophene-3-carboxylate (20.7 g) in ethanol (150 ml) was catalytically reduced over 10% palladium on charcoal (2.0 g) at 60 p.s.i. The catalyst was removed by filtration and the solvent removed by distillation in vacuo. The title product so obtained had a melting point of 50°-52° C. (hexane). Starting materials: C(C)C1=CC(=C(S1)NC1=C(C=CC=C1)[N+](=O)[O-])C(=O)OCC (Ethyl 5-ethyl-2-(2-nitroanilino)-thiophene-3-carboxylate). The product is NC1=C(NC=2SC(=CC2C(=O)OCC)CC)C=CC=C1 (Ethyl 2-(2-aminoanilino)-5-ethyl-thiophene-3-carboxylate). The solvent is C(C)O (ethanol). As a reaction SMILES: [CH2:1]([C:3]1[S:7][C:6]([NH:8][C:9]2[CH:14]=[CH:13][CH:12]=[CH:11][C:10]=2[N+:15]([O-])=O)=[C:5]([C:18]([O:20][CH2:21][CH3:22])=[O:19])[CH:4]=1)[CH3:2]>C(O)C.[Pd]>[NH2:15][C:10]1[CH:11]=[CH:12][CH:13]=[CH:14][C:9]=1[NH:8][C:6]1[S:7][C:3]([CH2:1][CH3:2])=[CH:4][C:5]=1[C:18]([O:20][CH2:21][CH3:22])=[O:19]. The reagents and catalysts are [Pd] (palladium on charcoal).